This data is from the Open Reaction Database (ORD), a public repository of structured organic reaction records. The task is: describe an organic reaction: reactants, conditions, products, and yield Yields the product O=S1(N=C2N(C3=C1C=C(C=C3)OC=3C=C(C=CC3)C(N)=NOC(=O)OCC)CCC2)=O (3-[(5,5-Dioxido-2,3-dihydro-1H-pyrrolo[2,1-c][1,2,4]benzothiadiazin-7-yl)oxy]-N′-[(ethoxycarbonyl)oxy]benzenecarboximidamide). Reactants: ClC(=O)OCC (ethyl chloroformate), O=S1(N=C2N(C3=C1C=C(C=C3)OC=3C=C(C=CC3)C(N)=NO)CCC2)=O (3-[(5,5-Dioxido-2,3-dihydro-1H-pyrrolo[2,1-c][1,2,4]benzothiadiazin-7-yl)oxy]-N′-hydroxybenzenecarboximidamide), N1=CC=CC=C1 (pyridine). Reported procedure: 65 μl (0.65 mmol) of ethyl chloroformate are added dropwise to a solution, cooled to 0° C., of the product obtained in Step A (244 mg, 0.65 mmol) in 1.5 ml of DMF and 59 μl (0.72 mmol) of pyridine. Stirring is carried out at 0° C. for 30 minutes and precipitation of the reaction mixture is brought about using water. The precipitate is filtered off to yield the title product. Run in CN(C)C=O (DMF). RXN SMILES: Cl[C:2]([O:4][CH2:5][CH3:6])=[O:3].[O:7]=[S:8]1(=[O:32])[C:13]2[CH:14]=[C:15]([O:18][C:19]3[CH:20]=[C:21]([C:25](=[N:27][OH:28])[NH2:26])[CH:22]=[CH:23][CH:24]=3)[CH:16]=[CH:17][C:12]=2[N:11]2[CH2:29][CH2:30][CH2:31][C:10]2=[N:9]1.N1C=CC=CC=1>CN(C=O)C>[O:32]=[S:8]1(=[O:7])[C:13]2[CH:14]=[C:15]([O:18][C:19]3[CH:20]=[C:21]([C:25](=[N:27][O:28][C:2]([O:4][CH2:5][CH3:6])=[O:3])[NH2:26])[CH:22]=[CH:23][CH:24]=3)[CH:16]=[CH:17][C:12]=2[N:11]2[CH2:29][CH2:30][CH2:31][C:10]2=[N:9]1. Run at time 30 minute. The reactants are [H][H] (hydrogen), [NH4+].OC(CC(C(=O)[O-])=NO)(C(=O)[O-])CC1=CNC2=CC=CC=C12.[NH4+] (4-hydroxy-4-(3-indolylmethyl)-2-hydroxyiminoglutarate ammonium salt). The reagents and catalysts are [Ni] (Raney-nickel). Run in O (water). The product is O[C@](C[C@H](C(=O)O)N)(C(=O)O)CC1=CNC2=CC=CC=C12 ((2R,4R)-4-hydroxy-4-(3-indolylmethyl)-2-aminoglutaric acid), O[C@@](C[C@H](C(=O)O)N)(C(=O)O)CC1=CNC2=CC=CC=C12 ((2R,4S)-4-hydroxy-4-(3-indolylmethyl)-2-aminoglutaric acid). Reaction SMILES: [NH4+].[OH:2][C:3]([CH2:14][C:15]1[C:23]2[C:18](=[CH:19][CH:20]=[CH:21][CH:22]=2)[NH:17][CH:16]=1)([C:11]([O-:13])=[O:12])[CH2:4][C:5](=[N:9]O)[C:6]([O-:8])=[O:7].[NH4+].[H][H]>O.[Ni]>[OH:2][C@@:3]([CH2:14][C:15]1[C:23]2[C:18](=[CH:19][CH:20]=[CH:21][CH:22]=2)[NH:17][CH:16]=1)([C:11]([OH:13])=[O:12])[CH2:4][C@@H:5]([NH2:9])[C:6]([OH:8])=[O:7].[OH:2][C@:3]([CH2:14][C:15]1[C:23]2[C:18](=[CH:19][CH:20]=[CH:21][CH:22]=2)[NH:17][CH:16]=1)([C:11]([OH:13])=[O:12])[CH2:4][C@@H:5]([NH2:9])[C:6]([OH:8])=[O:7] |f:0.1.2|. Procedure: 1.0 g (2.94 mmol) of 4-hydroxy-4-(3-indolylmethyl)-2-hydroxyiminoglutarate ammonium salt was dissolved in 10 ml of water, to which 1 ml of a Raney-nickel catalyst (manufactured by Kawaken Fine Chemicals Co., Ltd.; developed nickel catalyst NDHT-90) was added with a syringe, and the mixture stirred at a hydrogen pressure of 20 atmospheres for 10 hours. The catalyst was filtered off, and the resulting solution was concentrated to obtain the residue. The residue was analyzed by NMR. It was shown th... Reactants: FC1=CC2=C(OC(OC2)(C)C)C(=C1)C=O (6-fluoro-2,2-dimethyl-4H-1,3-benzodioxine-8-carbaldehyde), C1=CC(=CC(=C1)Cl)C(=O)OO (m-CPBA), [OH-].[K+] (KOH), C(=O)(O)[O-].[Na+] (NaHCO3). The solvent is ClC(C)Cl (dichloroethane), C(C)(=O)OCC (ethyl acetate). Conditions: time 20 minute. Yields the product FC1=CC2=C(OC(OC2)(C)C)C(=C1)O (6-Fluoro-2,2-dimethyl-4H-1,3-benzodioxin-8-ol), liquid. The yield is 91.2%. Reaction SMILES: [F:1][C:2]1[CH:13]=[C:12](C=O)[C:5]2[O:6][C:7]([CH3:11])([CH3:10])[O:8][CH2:9][C:4]=2[CH:3]=1.C1C=C(Cl)C=C(C(OO)=[O:24])C=1.[OH-].[K+].C([O-])(O)=O.[Na+]>ClC(Cl)C.C(OCC)(=O)C>[F:1][C:2]1[CH:13]=[C:12]([OH:24])[C:5]2[O:6][C:7]([CH3:11])([CH3:10])[O:8][CH2:9][C:4]=2[CH:3]=1 |f:2.3,4.5|. Procedure: A solution of 6-fluoro-2,2-dimethyl-4H-1,3-benzodioxine-8-carbaldehyde (20 g, 95 mmol) in dichloroethane (100 mL) was treated with m-CPBA (70% pure, 28.1 g, 114 mmol) at 70° C. for 20 min. After cooling to rt, ethyl acetate (300 mL) was added. The organic mixture was then washed with 10% aqueous sodium thiosulfate followed by 1 N KOH (114 mmol) followed by 3 washes with aqueous NaHCO3 (sat). The organic phase was then dried over magnesium sulfate, filtered, and concentrated in vacuo. The residue... Starting materials: BrCCCCCCC#C[Mg]Cl (8-bromo-1-octynyl magnesium chloride). Run in O1CCCC1 (tetrahydrofuran). Yields the product BrCCCCCCC#CC\C=C\C (1-bromo-(E)-10-dodecen-7-yne). Isolated yield 145.0%. RXN SMILES: [Br:1][CH2:2][CH2:3][CH2:4][CH2:5][CH2:6][CH2:7][C:8]#[C:9][Mg]Cl>O1CCCC1>[Br:1][CH2:2][CH2:3][CH2:4][CH2:5][CH2:6][CH2:7][C:8]#[C:9][CH2:2]/[CH:3]=[CH:4]/[CH3:5]. Procedure: The experimental procedure was substantially the same as in Example 1 except that the starting Grignard mixture contained 3 moles of 8-bromo-1-octynyl magnesium chloride in tetrahydrofuran in place of 8-chloro-1-octynyl magnesium chloride to give 529 g of 1-bromo-(E)-10-dodecen-7-yne in a purity of 95%. The yield was 69% of the theoretical value. Partial hydrogenation of 150.5 g of this ene-yne compound in the same manner as in Example 1 gave 145 g of a product boiling at 106° to 110° C. under a... Starting materials: [Cl-].O[NH3+] (hydroxylammonium chloride), C(O)([O-])=O.[Na+] (sodium hydrogencarbonate), N,N′-carbonyldiimidazole, N12CCCCCC2=NCCC1 (1,8-diazabicyclo[5.4.0]undec-7-ene), C(C)C1=CC2=C(N(C(N2CCC2=CC=CC=C2)=O)CC2=CC=C(C=C2)C=2C(=CC=CC2)C#N)S1 (4′-{[5-ethyl-2-oxo-1-(2-phenylethyl)-1,2-dihydro-3H-thieno[2,3-d]imidazol-3-yl]methyl}biphenyl-2-carbonitrile). Run in C(Cl)(Cl)Cl (chloroform), CS(=O)C (dimethyl sulfoxide), C(Cl)Cl (methylene chloride), C(Cl)(Cl)Cl (chloroform). Conditions: temperature 40 celsius, time 30 minute. The product is C(C)C1=CC2=C(N(C(N2CCC2=CC=CC=C2)=O)CC2=CC=C(C=C2)C2=C(C=CC=C2)C2=NOC(N2)=O)S1 (5-ethyl-3-{[2′-(5-oxo-4,5-dihydro-1,2,4-oxadiazol-3-yl)biphenyl-4-yl]methyl}-1-(2-phenylethyl)-1,3-dihydro-2H-thieno[2,3-d]imidazol-2-one). The yield is 36.0%. Reaction SMILES: [Cl-].O[NH3+].[C:4](=[O:7])([O-])[OH:5].[Na+].[CH2:9]([C:11]1[S:42][C:14]2[N:15]([CH2:27][C:28]3[CH:33]=[CH:32][C:31]([C:34]4[C:35]([C:40]#[N:41])=[CH:36][CH:37]=[CH:38][CH:39]=4)=[CH:30][CH:29]=3)[C:16](=[O:26])[N:17]([CH2:18][CH2:19][C:20]3[CH:25]=[CH:24][CH:23]=[CH:22][CH:21]=3)[C:13]=2[CH:12]=1)[CH3:10].[N:43]12CCCN=C1CCCCC2>C(Cl)(Cl)Cl.C(Cl)Cl.CS(C)=O>[CH2:9]([C:11]1[S:42][C:14]2[N:15]([CH2:27][C:28]3[CH:29]=[CH:30][C:31]([C:34]4[CH:39]=[CH:38][CH:37]=[CH:36][C:35]=4[C:40]4[NH:43][C:4](=[O:7])[O:5][N:41]=4)=[CH:32][CH:33]=3)[C:16](=[O:26])[N:17]([CH2:18][CH2:19][C:20]3[CH:21]=[CH:22][CH:23]=[CH:24][CH:25]=3)[C:13]=2[CH:12]=1)[CH3:10] |f:0.1,2.3|. Procedure details: A mixture of hydroxylammonium chloride (0.71 g), sodium hydrogencarbonate (1 g) and dimethyl sulfoxide (20 mL) was stirred at 40° C. for 30 min, 4′-{[5-ethyl-2-oxo-1-(2-phenylethyl)-1,2-dihydro-3H-thieno[2,3-d]imidazol-3-yl]methyl}biphenyl-2-carbonitrile (0.58 g) was added, and the mixture was stirred at 90° C. for 16 hr. The reaction mixture was diluted with chloroform, washed successively with water and saturated brine, and dried over anhydrous magnesium sulfate. The solvent was evaporated und... Starting materials: CCOC(=O)Cc1ccc([N+](=O)[O-])c(Oc2cc(Cl)cc(Br)c2)c1F, CCO, [Cl-], [NH4+], O. Product: CCOC(=O)Cc1ccc(N)c(Oc2cc(Cl)cc(Br)c2)c1F. Reaction SMILES: [CH2:1]([CH3:2])[O:3][C:4]([CH2:5][c:6]1[c:7]([F:24])[c:8]([O:15][c:16]2[cH:17][c:18]([Br:23])[cH:19][c:20]([Cl:22])[cH:21]2)[c:9]([N+:12]([O-:13])=[O:14])[cH:10][cH:11]1)=[O:25].[CH3:28][CH2:29][OH:30].[Cl-:26].[NH4+:27].[OH2:31]>>[CH2:1]([CH3:2])[O:3][C:4]([CH2:5][c:6]1[c:7]([F:24])[c:8]([O:15][c:16]2[cH:17][c:18]([Br:23])[cH:19][c:20]([Cl:22])[cH:21]2)[c:9]([NH2:12])[cH:10][cH:11]1)=[O:25].